describe an organic reaction: reactants, conditions, products, and yield From a dataset of the Open Reaction Database (ORD), a public repository of structured organic reaction records. Starting materials: O=Cc1ccc2occ(Br)c2c1, C1CCOC1, [Cu]I, C#Cc1ccccc1. The product is O=Cc1ccc2occ(C#Cc3ccccc3)c2c1. Reaction SMILES: [Br:1][c:2]1[cH:3][o:4][c:5]2[c:6]1[cH:7][c:8]([CH:11]=[O:12])[cH:9][cH:10]2.[CH2:21]1[O:22][CH2:23][CH2:24][CH2:25]1.[Cu:26][I:27].[c:13]1([C:19]#[CH:20])[cH:14][cH:15][cH:16][cH:17][cH:18]1>>[c:2]1([C:20]#[C:19][c:13]2[cH:14][cH:15][cH:16][cH:17][cH:18]2)[cH:3][o:4][c:5]2[c:6]1[cH:7][c:8]([CH:11]=[O:12])[cH:9][cH:10]2. The reactants are C(C)(C)N(CC)C(C)C (Diisopropylethylamine), CN(CCOC1=CC=C(N)C=C1)C (4-[2-(dimethylamino)ethoxy]aniline), C(=S)(Cl)Cl (thiophosgene). The solvent is O1CCCC1 (tetrahydrofuran). Yields the product CN(CCOC1=CC=C(C=C1)N=C=S)C (4-[2-(dimethylamino)ethoxy]phenyl isothiocyanate). Isolated yield 81.1%. RXN SMILES: C(N(C(C)C)CC)(C)C.[CH3:10][N:11]([CH3:22])[CH2:12][CH2:13][O:14][C:15]1[CH:21]=[CH:20][C:18]([NH2:19])=[CH:17][CH:16]=1.[C:23](Cl)(Cl)=[S:24]>O1CCCC1>[CH3:10][N:11]([CH3:22])[CH2:12][CH2:13][O:14][C:15]1[CH:21]=[CH:20][C:18]([N:19]=[C:23]=[S:24])=[CH:17][CH:16]=1. Reported procedure: Diisopropylethylamine (344 mg, 2.66 mmol, 2.4 eq.) was added with stirring to a solution of 4-[2-(dimethylamino)ethoxy]aniline (200 mg, 1.11 mmol, 1 eq.) in tetrahydrofuran (2 mL) at 0° C., and then thiophosgene (153 mg, 1.33 mmol, 1.2 eq.) was added dropwise with stirring. The reaction mixture was allowed to warm to room temperature with stirring, and stirred at room temperature for 40 minutes, during which a precipitate formed. The tetrahydrofuran was removed under vacuum, and the residue was ...